This data is from the Open Reaction Database (ORD), a public repository of structured organic reaction records. The task is: describe an organic reaction: reactants, conditions, products, and yield Starting materials: CC(=O)OC(C)=O, C1CCOC1, c1cc2[nH]ccn2n1. Yields the product CC(=O)n1ccn2nccc12. Reaction SMILES: [CH3:9][C:10](=[O:11])[O:12][C:13](=[O:14])[CH3:15].[O:16]1[CH2:17][CH2:18][CH2:19][CH2:20]1.[nH:1]1[cH:2][cH:3][n:4]2[n:5][cH:6][cH:7][c:8]12>>[n:1]1([C:10]([CH3:9])=[O:11])[cH:2][cH:3][n:4]2[n:5][cH:6][cH:7][c:8]12.